Dataset: the Open Reaction Database (ORD), a public repository of structured organic reaction records. Task: describe an organic reaction: reactants, conditions, products, and yield Reactants: O=C(O)c1nc2c(s1)CCOc1ccc(Br)cc1-2, ClCCl, CN(C)C=O. Yields the product NC(=O)c1nc2c(s1)CCOc1ccc(Br)cc1-2. RXN SMILES: [Br:1][c:2]1[cH:3][cH:4][c:5]2[c:6]([cH:18]1)-[c:7]1[n:8][c:9]([C:15](=[O:16])[OH:17])[s:10][c:11]1[CH2:12][CH2:13][O:14]2.[Cl:24][CH2:25][Cl:26].[O:19]=[CH:20][N:21]([CH3:22])[CH3:23]>>[Br:1][c:2]1[cH:3][cH:4][c:5]2[c:6]([cH:18]1)-[c:7]1[n:8][c:9]([C:15](=[O:16])[NH2:21])[s:10][c:11]1[CH2:12][CH2:13][O:14]2. Starting materials: C1(=CC=CC=C1)CCCCCCS(=O)(=O)[O-] (5-phenyl-1-pentyl-mesylate), NC=1SC=2CCNCCC2N1 (2-amino-4,5,7,8-tetrahydro-6H- thiazolo[5,4-d]azepine). Run in C(Cl)(Cl)Cl (chloroform), petroleum ether. Yields the product NC=1SC=2CCN(CCC2N1)CCCCCC1=CC=CC=C1 (2-Amino-6-(5-phenyl-1-pentyl)-4,5,7,8-tetrahydro-6H-thiazolo[5,4-d]azepine). Yield: 19.0%. As a reaction SMILES: [C:1]1([CH2:7][CH2:8][CH2:9][CH2:10][CH2:11]CS([O-])(=O)=O)[CH:6]=[CH:5][CH:4]=[CH:3][CH:2]=1.[NH2:17][C:18]1[S:19][C:20]2[CH2:21][CH2:22][NH:23][CH2:24][CH2:25][C:26]=2[N:27]=1>C(Cl)(Cl)Cl>[NH2:17][C:18]1[S:19][C:20]2[CH2:21][CH2:22][N:23]([CH2:11][CH2:10][CH2:9][CH2:8][CH2:7][C:1]3[CH:2]=[CH:3][CH:4]=[CH:5][CH:6]=3)[CH2:24][CH2:25][C:26]=2[N:27]=1. Reported procedure: Prepared from 5-phenyl-1-pentyl-mesylate and 2 equivalents of 2-amino-4,5,7,8-tetrahydro-6H- thiazolo[5,4-d]azepine in chloroform. Yield: 19% of theory, Melting point: 102°-105° C. (petroleum ether).